From a dataset of the Open Reaction Database (ORD), a public repository of structured organic reaction records. describe an organic reaction: reactants, conditions, products, and yield Reactants: ClC1=CC=2C3=C(NC2C=C1)CCN(C3)C (8-chloro-2,3,4,5-tetrahydro-2-methyl-1H-pyrido[4,3-b]indole), FC(C1=NC=C(C=N1)C=C)(F)F (2-(trifluoromethyl)-5-vinylpyrimidine), [OH-].[K+] (KOH), CN1CCCC1=O (NMP). Yields the product ClC1=CC=2C3=C(N(C2C=C1)CCC1=NC=C(N=C1)C(F)(F)F)CCN(C3)C (8-chloro-5-(2-(5-(trifluoromethyl)pyrazin-2-yl)ethyl)-2,3,4,5-tetrahydro-2-methyl-1H-pyrido[4,3-b]indole). RXN SMILES: [Cl:1][C:2]1[CH:10]=[CH:9][C:8]2[NH:7][C:6]3[CH2:11][CH2:12][N:13]([CH3:15])[CH2:14][C:5]=3[C:4]=2[CH:3]=1.[F:16][C:17]([F:27])([F:26])[C:18]1[N:23]=[CH:22][C:21]([CH:24]=[CH2:25])=CN=1.[OH-].[K+].[CH3:30][N:31]1C(=O)CCC1>>[Cl:1][C:2]1[CH:10]=[CH:9][C:8]2[N:7]([CH2:25][CH2:24][C:21]3[CH:22]=[N:23][C:18]([C:17]([F:16])([F:26])[F:27])=[CH:30][N:31]=3)[C:6]3[CH2:11][CH2:12][N:13]([CH3:15])[CH2:14][C:5]=3[C:4]=2[CH:3]=1 |f:2.3|. Procedure: The title compound is prepared from a mixture of 8-chloro-2,3,4,5-tetrahydro-2-methyl-1H-pyrido[4,3-b]indole, 2-(trifluoromethyl)-5-vinylpyrimidine and KOH (5-7 equiv) in NMP at a temperature ranging between 25 deg C. to 100 deg C. The product obtained is isolated by preparative HPLC. The reactants are Cl (hydrochloric acid), CCCCCC (hexane), C(CCC)[Li] (normal-butyllithium), B(OC)(OC)OC (trimethyl borate), C1CCOC1 (THF), resultant mixture. The solvent is C1(=CC=CC=C1)C (toluene). Reaction conditions: temperature -62 celsius. Yields the product C1=CC=CC=2C=CC3=C(C=4C=CC=CC4C=C3C21)B(O)O (7-benzanthraceneboronic acid). The yield is 79.0%. Reaction SMILES: [CH3:1][CH2:2][CH2:3][CH2:4][CH2:5][CH3:6].[CH2:7]([Li])[CH2:8][CH2:9][CH3:10].[B:12]([O:17]C)(OC)[O:13]C.Cl.[CH2:20]1[CH2:24]O[CH2:22][CH2:21]1>C1(C)C=CC=CC=1>[CH:3]1[C:2]2[C:7]3[C:8](=[C:22]([B:12]([OH:17])[OH:13])[C:21]4[CH:1]=[CH:2][CH:3]=[CH:4][C:20]=4[CH:24]=3)[CH:9]=[CH:10][C:1]=2[CH:6]=[CH:5][CH:4]=1. Reported procedure: Into 200 ml of dehydrated THF, tetrahydrofuran, 20 g of 7-bromobenzanthracene obtained above was dissolved, and the obtained solution was cooled at −62° C. To the cooled solution, 50 ml of a 1.6 M hexane solution of normal-butyllithium was added dropwise, and the resultant mixture was stirred for 30 minutes. The temperature was raised to −5° C. and then lowered to −64° C. To the cooled fluid, a THF solution of 22.4 g of trimethyl borate was added dropwise. After one night, the reaction fluid was... Starting materials: C(#N)C1=CC=C(C=C1)[C@@H]1CC[C@H](CC1)CC=O (trans-4-(4-cyanophenyl)cyclohexylacetaldehyde), [Cl-].COC[P+](C1=CC=CC=C1)(C1=CC=CC=C1)C1=CC=CC=C1 (methoxymethyltriphenylphosphonium chloride), C1(=CC=CC=C1)[Li] (phenyllithium). Run in O1CCCC1 (tetrahydrofuran), O1CCCC1 (tetrahydrofuran), C1(=CC=CC=C1)C (toluene). Conditions: temperature -10 celsius, time 10 minute. Product: COC1C(CCCC1C1=CC=C(C=C1)C#N)C=CC (3-methoxy-2-propenyl-4-(4-cyanophenyl)cyclohexane). Reaction SMILES: [Cl-].[CH3:2][O:3]C[P+](C1C=CC=CC=1)(C1C=CC=CC=1)C1C=CC=CC=1.[C:24]1([Li])[CH:29]=CC=C[CH:25]=1.[C:31]([C:33]1[CH:38]=[CH:37][C:36]([C@H:39]2[CH2:44][CH2:43][C@H:42](CC=O)[CH2:41][CH2:40]2)=[CH:35][CH:34]=1)#[N:32]>O1CCCC1.C1(C)C=CC=CC=1>[CH3:2][O:3][CH:40]1[CH:39]([C:36]2[CH:35]=[CH:34][C:33]([C:31]#[N:32])=[CH:38][CH:37]=2)[CH2:44][CH2:43][CH2:42][CH:41]1[CH:25]=[CH:24][CH3:29] |f:0.1|. Procedure details: Commercially available methoxymethyltriphenylphosphonium chloride (15.7 g, 0.0458 mol) was added to tetrahydrofuran (100 ml), followed by dropwise adding a 25% by weight toluene solution (23 ml) of phenyllithium in argon atmosphere with stirring at -10° C. over 10 minutes, agitating the reaction mixture at 0° C. for 30 minutes, dropwise adding a tetrahydrofuran solution (90 ml) of trans-4-(4-cyanophenyl)cyclohexylacetaldehyde (7.3 g, 0.032 mol) obtained in Example 2 (i) at -10° C. over 10 minute... Starting materials: N1(C=NC2=NC=CC=C21)CC2=CC1=C(N=C(S1)Br)C=C2 (6-((1H-imidazo[4,5-b]pyridin-1-yl)methyl)-2-bromobenzo[d]thiazole), BrC=1SC2=C(N1)C=CC(=C2)CN2C=NC1=C2C=C(C(=C1)OC)OC (2-bromo-6-((5,6-dimethoxy-1H-benzo[d]imidazol-1-yl)methyl)benzo[d]thiazole). The product is N1=CN=C2N(C=CC=C21)CC2=CC1=C(N=C(S1)Br)C=C2 (6-((4H-Imidazo[4,5-b]pyridin-4-yl)methyl)-2-bromobenzo[d]thiazole). Reaction SMILES: [N:1]1([CH2:10][C:11]2[CH:20]=[CH:19][C:14]3[N:15]=[C:16]([Br:18])[S:17][C:13]=3[CH:12]=2)[C:9]2[C:4](=[N:5][CH:6]=[CH:7][CH:8]=2)[N:3]=[CH:2]1.BrC1SC2C=C(CN3C4C=C(OC)C(OC)=CC=4N=C3)C=CC=2N=1>>[N:5]1[C:6]2[C:2]([N:1]([CH2:10][C:11]3[CH:20]=[CH:19][C:14]4[N:15]=[C:16]([Br:18])[S:17][C:13]=4[CH:12]=3)[CH:9]=[CH:8][CH:7]=2)=[N:3][CH:4]=1. Procedure details: (1R,2R)-2-((6-((1H-Imidazo[4,5-b]pyridin-1-yl)methyl)benzo[d]thiazol-2-yl)amino)cyclohexanol (41 mg, 42%) was obtained as a white solid using a procedure analogous to that described in Step 5 of Example 2, substituting the 6-((1H-imidazo[4,5-b]pyridin-1-yl)methyl)-2-bromobenzo[d]thiazole (Isomer 2) from Step 1 of this Example for 2-bromo-6-((5,6-dimethoxy-1H-benzo[d]imidazol-1-yl)methyl)benzo[d]thiazole used in Example 2. 1H NMR (300 MHz, DMSO-d6) δ 8.66 (s, 1H), 8.35-8.44 (m, 1H), 8.00 (d, J=7.... Starting materials: C(C)(=O)O (acetic acid), [Si](C)(C)(C(C)(C)C)OC(CCCCCCC1=CC=CC=C1)C=1OC(=CN1)C(=O)O (2-(1-(tert-Butyldimethylsilyloxy)-7-phenylheptyl)oxazole-5-carboxylic acid), [Si](C)(C)(C)C=[N+]=[N-] (TMSCHN2), C1(=CC=CC=C1)C (toluene). Run in CO (MeOH). Reaction conditions: time 0.5 hour. Yields the product O([Si](C)(C)C(C)(C)C)C(CCCCCCC1=CC=CC=C1)C=1OC(=CN1)C(=O)OC (Methyl 2-(1-(tert-butyldimethylsiloxy)-7-phenylheptyl)oxazole-5-carboxylate). Yield: 78.0%. As a reaction SMILES: [Si:1]([O:8][CH:9]([C:22]1[O:23][C:24]([C:27]([OH:29])=[O:28])=[CH:25][N:26]=1)[CH2:10][CH2:11][CH2:12][CH2:13][CH2:14][CH2:15][C:16]1[CH:21]=[CH:20][CH:19]=[CH:18][CH:17]=1)([C:4]([CH3:7])([CH3:6])[CH3:5])([CH3:3])[CH3:2].[C:30]1(C)C=CC=CC=1.[Si](C=[N+]=[N-])(C)(C)C.C(O)(=O)C>CO>[O:8]([CH:9]([C:22]1[O:23][C:24]([C:27]([O:29][CH3:30])=[O:28])=[CH:25][N:26]=1)[CH2:10][CH2:11][CH2:12][CH2:13][CH2:14][CH2:15][C:16]1[CH:21]=[CH:20][CH:19]=[CH:18][CH:17]=1)[Si:1]([C:4]([CH3:7])([CH3:5])[CH3:6])([CH3:2])[CH3:3]. Procedure details: 2-(1-(tert-Butyldimethylsilyloxy)-7-phenylheptyl)oxazole-5-carboxylic acid (281 mg, 6.673 mmol) was dissolved in a mixture of MeOH:toluene (4 mL: 10 mL), cooled to 0° C. and TMSCHN2 (2 M in hexanes, 3 equiv) was added dropwise under Ar. The reaction mixture was stirred at room temperature for 0.5 h before it was cooled to 0° C. and acetic acid was added dropwise until the solution turned from yellow to clear. The mixture was evaporated in vacuo and the resulting solid was dissolved in EtOAc. The... Starting materials: COC(OC)c1cccc(C(O)c2cccnc2)c1, ClCCl. Product: COC(OC)c1cccc(C(=O)c2cccnc2)c1. RXN SMILES: [CH3:1][O:2][CH:3]([c:4]1[cH:5][c:6]([CH:10]([OH:11])[c:12]2[cH:13][n:14][cH:15][cH:16][cH:17]2)[cH:7][cH:8][cH:9]1)[O:18][CH3:19].[Cl:20][CH2:21][Cl:22]>>[CH3:1][O:2][CH:3]([c:4]1[cH:5][c:6]([C:10](=[O:11])[c:12]2[cH:13][n:14][cH:15][cH:16][cH:17]2)[cH:7][cH:8][cH:9]1)[O:18][CH3:19].